Dataset: the Open Reaction Database (ORD), a public repository of structured organic reaction records. Task: describe an organic reaction: reactants, conditions, products, and yield Starting materials: CO, O=c1n(Cl)c(=O)n(Cl)c(=O)n1Cl, O=C(O)COc1c[nH]c(CO)cc1=O, O. Product: O=C(O)COc1c[nH]c(CO)c(Cl)c1=O. RXN SMILES: [CH3:27][OH:28].[Cl:15][n:16]1[c:17](=[O:18])[n:19]([Cl:20])[c:21](=[O:22])[n:23]([Cl:24])[c:25]1=[O:26].[O:1]=[c:2]1[c:3]([O:10][CH2:11][C:12](=[O:13])[OH:14])[cH:4][nH:5][c:6]([CH2:8][OH:9])[cH:7]1.[OH2:29]>>[O:1]=[c:2]1[c:3]([O:10][CH2:11][C:12](=[O:13])[OH:14])[cH:4][nH:5][c:6]([CH2:8][OH:9])[c:7]1[Cl:15]. Reactants: CC(C)(C1=CC=CC=C1)C1=CC=C(C=C1)O (4-(1-methyl-1-phenyl-ethyl)-phenol), C(Cl)C1CO1 (epichlorohydrin). Yields the product CC(C)(C1=CC=CC=C1)C1=CC=C(OCC2OC2)C=C1 (2-(4-(1-Methyl-1-phenyl-ethyl)-phenoxymethyl)-oxirane). RXN SMILES: [CH3:1][C:2]([C:10]1[CH:15]=[CH:14][C:13]([OH:16])=[CH:12][CH:11]=1)([C:4]1[CH:9]=[CH:8][CH:7]=[CH:6][CH:5]=1)[CH3:3].[CH2:17]([CH:19]1[O:21][CH2:20]1)Cl>>[CH3:3][C:2]([C:10]1[CH:11]=[CH:12][C:13]([O:16][CH2:17][CH:19]2[CH2:20][O:21]2)=[CH:14][CH:15]=1)([C:4]1[CH:9]=[CH:8][CH:7]=[CH:6][CH:5]=1)[CH3:1]. Procedure details: The title compound was prepared from 4-(1-methyl-1-phenyl-ethyl)-phenol and epichlorohydrin employing the procedures as set forth in Step 1 of Example 2. Starting materials: COC([C@H]1N(CCC1)C(CCC(C1=CC=C(C=C1)Br)=O)=O)=O (1-[3-(4-Bromobenzoyl)propionyl]-L-proline methyl ester), [OH-].[Na+] (sodium hydroxide). The product is BrC1=CC=C(C(=O)CCC(=O)N2[C@H](C(=O)O)CCC2)C=C1 (1-[3-(4-Bromobenzoyl)propionyl]-L-proline). RXN SMILES: C[O:2][C:3](=[O:22])[C@@H:4]1[CH2:8][CH2:7][CH2:6][N:5]1[C:9](=[O:21])[CH2:10][CH2:11][C:12](=[O:20])[C:13]1[CH:18]=[CH:17][C:16]([Br:19])=[CH:15][CH:14]=1.[OH-].[Na+]>>[Br:19][C:16]1[CH:17]=[CH:18][C:13]([C:12]([CH2:11][CH2:10][C:9]([N:5]2[CH2:6][CH2:7][CH2:8][C@H:4]2[C:3]([OH:22])=[O:2])=[O:21])=[O:20])=[CH:14][CH:15]=1 |f:1.2|. Reported procedure: A mixture of 2.64 g. of 1-[3-(4-bromobenzoyl)propionyl]-L-proline methyl ester (Example 26) and 26 ml. of 1 N sodium hydroxide is stirred at room temperature. The solids are collected by decantation, dissolved in tetrahydrofuran and returned to the alkaline solution which is stirred further at room temperature. This alkaline solution is washed with ethyl acetate and poured into iced hydrochloric acid. This mixture is extracted with dichloromethane. The organic extract is dried over magnesium sul... Product: COC(=O)COc1nc(Cl)c(Cl)cc1Cl. As a reaction SMILES: [C:11]([CH2:12][OH:13])(=[O:14])[O:15][CH3:16].[CH3:23][OH:24].[Cl:1][c:2]1[n:3][c:4]([Cl:10])[c:5]([Cl:9])[cH:6][c:7]1[Cl:8].[Na+:17].[Na+:18].[O-:19][C:20](=[O:21])[O-:22]>>[c:2]1([O:13][CH2:12][C:11](=[O:14])[O:15][CH3:16])[n:3][c:4]([Cl:10])[c:5]([Cl:9])[cH:6][c:7]1[Cl:8]. Reactants: COC(=O)CO, CO, Clc1cc(Cl)c(Cl)nc1Cl, [Na+], [Na+], O=C([O-])[O-]. The reactants are CNC1=CC=CC=C1 (N-methylaniline), BrBr (bromine), C([O-])([O-])=O.[Na+].[Na+] (sodium carbonate), C(=O)=O (carbon dioxide). The reagents and catalysts are [Br-].C(CCC)[N+](CCCC)(CCCC)CCCC (tetrabutylammonium bromide). Run in C(Cl)Cl (methylene chloride). Reaction conditions: temperature 0 celsius. Yields the product BrC1=CC=C(NC)C=C1 (4bromo-N-methylaniline). Yield: 141.3%. As a reaction SMILES: [CH3:1][NH:2][C:3]1[CH:8]=[CH:7][CH:6]=[CH:5][CH:4]=1.[Br:9]Br.C(=O)([O-])[O-].[Na+].[Na+].C(=O)=O>[Br-].C([N+](CCCC)(CCCC)CCCC)CCC.C(Cl)Cl>[Br:9][C:6]1[CH:7]=[CH:8][C:3]([NH:2][CH3:1])=[CH:4][CH:5]=1 |f:2.3.4,6.7|. Reported procedure: 10.7 g N-methylaniline (XXI), 32.1 g tetrabutylammonium bromide [(C4H9)4N+Br31]and 100 ml methylene chloride (CH2Cl2) were placed in a three-necked flask and cooled down to 0° C. with iced saline. 15.8 g bromine (Br2) was dropped slowly with stirring and was stirred for 4 hours while maintaining at 0° C. The temperature was allowed to raise to room temperature and saturated sodium carbonate solution was dropped slowly till evolution of carbon dioxide is ceased. Water layer was separated and extr... Starting materials: FC(C(=O)O)(F)F.NCC1=C2SC=3C(=C(C=CC3N(C2=CC=C1OC)CCCCCC)OC)CC(=O)OCC1=CC=CC=C1 (benzyl (6-aminomethyl-3,7-dimethoxy-10-hexylphenothiazin-4-yl)-acetate trifluoroacetate), N([C@@H](CC1=CC=CC=C1)C(=O)O)C(=O)OC(C)(C)C (Boc-Phe-OH). The product is C(C)(C)(C)OC(=O)N[C@@H](CC1=CC=CC=C1)C(=O)C(C1=C2SC=3C(=C(C=CC3N(C2=CC=C1OC)CCCCCC)OC)CC(=O)OCC1=CC=CC=C1)N (benzyl [6-((N-tert.-butoxycarbonyl-L-phenylalanyl)-aminomethyl)-10-hexyl-3,7-dimethoxyphenothiazin-4-yl]-acetate). RXN SMILES: FC(F)(F)C(O)=O.[NH2:8][CH2:9][C:10]1[C:23]([O:24][CH3:25])=[CH:22][CH:21]=[C:20]2[C:11]=1[S:12][C:13]1[C:14]([CH2:34][C:35]([O:37][CH2:38][C:39]3[CH:44]=[CH:43][CH:42]=[CH:41][CH:40]=3)=[O:36])=[C:15]([O:32][CH3:33])[CH:16]=[CH:17][C:18]=1[N:19]2[CH2:26][CH2:27][CH2:28][CH2:29][CH2:30][CH3:31].[NH:45]([C:57]([O:59][C:60]([CH3:63])([CH3:62])[CH3:61])=[O:58])[C@H:46]([C:54](O)=[O:55])[CH2:47][C:48]1[CH:53]=[CH:52][CH:51]=[CH:50][CH:49]=1>>[C:60]([O:59][C:57]([NH:45][C@H:46]([C:54]([CH:9]([NH2:8])[C:10]1[C:23]([O:24][CH3:25])=[CH:22][CH:21]=[C:20]2[C:11]=1[S:12][C:13]1[C:14]([CH2:34][C:35]([O:37][CH2:38][C:39]3[CH:40]=[CH:41][CH:42]=[CH:43][CH:44]=3)=[O:36])=[C:15]([O:32][CH3:33])[CH:16]=[CH:17][C:18]=1[N:19]2[CH2:26][CH2:27][CH2:28][CH2:29][CH2:30][CH3:31])=[O:55])[CH2:47][C:48]1[CH:53]=[CH:52][CH:51]=[CH:50][CH:49]=1)=[O:58])([CH3:62])([CH3:63])[CH3:61] |f:0.1|. Reported procedure: 72.8 mg of benzyl (6-aminomethyl-3,7-dimethoxy-10-hexylphenothiazin-4-yl)-acetate trifluoroacetate were reacted with 39.7 mg of Boc-Phe-OH analogously to that described in Example 4.7.1. The crystalline benzyl [6-((N-tert.-butoxycarbonyl-L-phenylalanyl)-aminomethyl)-10-hexyl-3,7-dimethoxyphenothiazin-4-yl]-acetate obtained was dissolved in trifluoroacetic acid, whereupon the solution was left to stand at 20° for 10 minutes and concentrated in a vacuum. The residue was dissolved in 3 ml of DMF, w... Starting materials: CN(C)CCOCC(CC(=O)OCCCC1=CC=CC=C1)=O (3-phenylpropyl 4-(2-(N,N-dimethylamino)ethoxy)acetoacetate), ClC=1C=C(C=O)C=CC1Cl (3,4-dichlorobenzaldehyde), Cl.C(N)(=N)C=1OC=CC1 (2-amidinofuran hydrochloride), C(O)([O-])=O.[Na+] (sodium hydrogen carbonate). The solvent is CN(C=O)C (N,N-dimethylformamide). Reaction conditions: temperature 60 celsius. The product is ClC=1C=C(C=CC1Cl)C1N=C(NC(=C1C(=O)OCCCC1=CC=CC=C1)COCCN(C)C)C=1OC=CC1 (3-Phenylpropyl 4-(3,4-dichlorophenyl)-6-[(2-(N,N-dimethylamino)ethoxy)methyl]-2-(2-furyl)-1,4-dihydropyrimidine-5-carboxylate). Yield: 11.2%. RXN SMILES: [CH3:1][N:2]([CH2:4][CH2:5][O:6][CH2:7][C:8](=O)[CH2:9][C:10]([O:12][CH2:13][CH2:14][CH2:15][C:16]1[CH:21]=[CH:20][CH:19]=[CH:18][CH:17]=1)=[O:11])[CH3:3].[Cl:23][C:24]1[CH:25]=[C:26]([CH:29]=[CH:30][C:31]=1[Cl:32])[CH:27]=O.Cl.[C:34]([C:37]1[O:38][CH:39]=[CH:40][CH:41]=1)(=[NH:36])[NH2:35].C(=O)([O-])O.[Na+]>CN(C)C=O>[Cl:23][C:24]1[CH:25]=[C:26]([CH:27]2[C:9]([C:10]([O:12][CH2:13][CH2:14][CH2:15][C:16]3[CH:21]=[CH:20][CH:19]=[CH:18][CH:17]=3)=[O:11])=[C:8]([CH2:7][O:6][CH2:5][CH2:4][N:2]([CH3:3])[CH3:1])[NH:36][C:34]([C:37]3[O:38][CH:39]=[CH:40][CH:41]=3)=[N:35]2)[CH:29]=[CH:30][C:31]=1[Cl:32] |f:2.3,4.5|. Procedure: A mixture of 3-phenylpropyl 4-(2-(N,N-dimethylamino)ethoxy)acetoacetate (2.85 g, 9.27 mmol), 3,4-dichlorobenzaldehyde (1.62 g, 9.27 mmol), 2-amidinofuran hydrochloride (1.36 g, 9.27 mmol) and sodium hydrogen carbonate (0.78 g, 9.27 mmol) was stirred in N,N-dimethylformamide (15 mL) for 3 days at room temperature and then heated to 60° C. for 7 days. The DMF was removed in vacuo and ethyl acetate was added to the residue. The precipitate was removed by filtration and the filtrate was washed with ...